Dataset: the Open Reaction Database (ORD), a public repository of structured organic reaction records. Task: describe an organic reaction: reactants, conditions, products, and yield Reactants: O (Water), Cl.ClCN1N=CC=C1 (1-(chloromethyl)-1H-pyrazole hydrochloride), FC(CCC(C#N)C#N)(F)F ((3,3,3-trifluoropropyl)malononitrile), C([O-])([O-])=O.[K+].[K+] (potassium carbonate). Solvent: CN(C=O)C (N,N-dimethylformamide). Yields the product N1(N=CC=C1)CC(C#N)(C#N)CCC(F)(F)F ((1H-pyrazole-1-yl methyl) (3,3,3-trifluoropropyl) malononitrile). Yield: 29.9%. As a reaction SMILES: Cl.Cl[CH2:3][N:4]1[CH:8]=[CH:7][CH:6]=[N:5]1.[F:9][C:10]([F:19])([F:18])[CH2:11][CH2:12][CH:13]([C:16]#[N:17])[C:14]#[N:15].C(=O)([O-])[O-].[K+].[K+].O>CN(C)C=O>[N:4]1([CH2:3][C:13]([CH2:12][CH2:11][C:10]([F:9])([F:18])[F:19])([C:14]#[N:15])[C:16]#[N:17])[CH:8]=[CH:7][CH:6]=[N:5]1 |f:0.1,3.4.5|. Procedure: 0.76 g of 1-(chloromethyl)-1H-pyrazole hydrochloride and 0.81 g of (3,3,3-trifluoropropyl)malononitrile were dissolved in 10 ml of N,N-dimethylformamide. 1.38 g of potassium carbonate was added to the solution under ice cooling with stirring, followed by stirring at room temperature for 5 hours. Water was added to the reaction mixture, and then extracted with methyl-t-butyl ether (may be referred as MTBE, hereinafter) . The organic layer was washed with water, dried over anhydrous magnesium sulf... The product is CC(=O)OCCc1cc2c(cc1Cl)C1CCCC1C(=O)N2. Starting materials: CC(=O)OCCc1ccc2c(c1)NC(=O)C1CCCC21, O=C1CCC(=O)N1Cl, CN(C)C=O, O. Reaction SMILES: [C:1]([CH3:2])(=[O:3])[O:4][CH2:5][CH2:6][c:7]1[cH:8][cH:9][c:10]2[c:15]([cH:16]1)[NH:14][C:13](=[O:17])[CH:12]1[CH:11]2[CH2:20][CH2:19][CH2:18]1.[Cl:21][N:22]1[C:23](=[O:24])[CH2:25][CH2:26][C:27]1=[O:28].[O:30]=[CH:31][N:32]([CH3:33])[CH3:34].[OH2:29]>>[C:1]([CH3:2])(=[O:3])[O:4][CH2:5][CH2:6][c:7]1[c:8]([Cl:21])[cH:9][c:10]2[c:15]([cH:16]1)[NH:14][C:13](=[O:17])[CH:12]1[CH:11]2[CH2:20][CH2:19][CH2:18]1.